From a dataset of the Open Reaction Database (ORD), a public repository of structured organic reaction records. describe an organic reaction: reactants, conditions, products, and yield Starting materials: C1(=CC=CC=C1)OC(NC=1C(=NC(=C(C1)CC)C)OC1=CC=CC=C1)=O (Phenyl-N-(5-ethyl-6-methyl-2-phenoxypyridin-3-yl)carbamate), FC1=C(C=CC=C1)N1CCNCC1 (1-(2-fluorophenyl)piperazine). The product is C(C)C=1C=C(C(=NC1C)OC1=CC=CC=C1)NC(=O)N1CCN(CC1)C1=C(C=CC=C1)F (1-[(5-ethyl-6-methyl-2-phenoxypyridin-3-yl)aminocarbonyl]-4-(2-fluorophenyl)piperazine). Yield: 72.0%. Reaction SMILES: C1(O[C:8](=[O:26])[NH:9][C:10]2[C:11]([O:19][C:20]3[CH:25]=[CH:24][CH:23]=[CH:22][CH:21]=3)=[N:12][C:13]([CH3:18])=[C:14]([CH2:16][CH3:17])[CH:15]=2)C=CC=CC=1.[F:27][C:28]1[CH:33]=[CH:32][CH:31]=[CH:30][C:29]=1[N:34]1[CH2:39][CH2:38][NH:37][CH2:36][CH2:35]1>>[CH2:16]([C:14]1[CH:15]=[C:10]([NH:9][C:8]([N:37]2[CH2:36][CH2:35][N:34]([C:29]3[CH:30]=[CH:31][CH:32]=[CH:33][C:28]=3[F:27])[CH2:39][CH2:38]2)=[O:26])[C:11]([O:19][C:20]2[CH:21]=[CH:22][CH:23]=[CH:24][CH:25]=2)=[N:12][C:13]=1[CH3:18])[CH3:17]. Procedure: Phenyl-N-(5-ethyl-6-methyl-2-phenoxypyridin-3-yl)carbamate and 1-(2-fluorophenyl)piperazine were reacted by the same way with the example 1 to obtain the titled compound.